From a dataset of the Open Reaction Database (ORD), a public repository of structured organic reaction records. describe an organic reaction: reactants, conditions, products, and yield The reactants are O=C1NC(=O)c2ccccc21, CC(C)OC(=O)N=NC(=O)OC(C)C, C1CCOC1, CC(C)=CCn1c(C(=O)NCc2cccc3ccccc23)nnc1N1CCCC(O)C1, c1ccc(P(c2ccccc2)c2ccccc2)cc1. Yields the product CC(C)=CCn1c(C(=O)NCc2cccc3ccccc23)nnc1N1CCCC(N)C1. As a reaction SMILES: [O:1]=[C:2]1[NH:3][C:10](=[O:11])[c:5]2[c:4]1[cH:9][cH:8][cH:7][cH:6]2.[O:31]=[C:32]([O:33][CH:34]([CH3:35])[CH3:36])[N:37]=[N:38][C:39]([O:40][CH:41]([CH3:42])[CH3:43])=[O:44].[O:76]1[CH2:77][CH2:78][CH2:79][CH2:80]1.[OH:45][CH:46]1[CH2:47][N:48]([c:52]2[n:53][n:54][c:55]([C:62](=[O:63])[NH:64][CH2:65][c:66]3[cH:67][cH:68][cH:69][c:70]4[cH:71][cH:72][cH:73][cH:74][c:75]34)[n:56]2[CH2:57][CH:58]=[C:59]([CH3:60])[CH3:61])[CH2:49][CH2:50][CH2:51]1.[c:12]1([P:13]([c:14]2[cH:15][cH:16][cH:17][cH:18][cH:19]2)[c:20]2[cH:21][cH:22][cH:23][cH:24][cH:25]2)[cH:26][cH:27][cH:28][cH:29][cH:30]1>>[NH2:3][CH:46]1[CH2:47][N:48]([c:52]2[n:53][n:54][c:55]([C:62](=[O:63])[NH:64][CH2:65][c:66]3[cH:67][cH:68][cH:69][c:70]4[cH:71][cH:72][cH:73][cH:74][c:75]34)[n:56]2[CH2:57][CH:58]=[C:59]([CH3:60])[CH3:61])[CH2:49][CH2:50][CH2:51]1. Reactants: COC(C)(C)C, C1CCOC1, CC#N, Cc1ccccc1, O=C(Cl)CN1N=C(C2CCCCC2)c2ccccc2N(CC(=O)C2CCCC2)C1=O, CCN(C(C)C)C(C)C, Cl, Nc1cccc(-c2nc(=O)o[nH]2)c1, c1ccncc1. The product is O=C(CN1N=C(C2CCCCC2)c2ccccc2N(CC(=O)C2CCCC2)C1=O)Nc1cccc(-c2nc(=O)o[nH]2)c1. RXN SMILES: [C:57]([O:58][CH3:59])([CH3:60])([CH3:61])[CH3:62].[CH2:63]1[O:64][CH2:65][CH2:66][CH2:67]1.[CH3:54][C:55]#[N:56].[CH3:68][c:69]1[cH:70][cH:71][cH:72][cH:73][cH:74]1.[CH:1]1([C:7]2=[N:13][N:12]([CH2:14][C:15](=[O:16])[Cl:17])[C:11](=[O:18])[N:10]([CH2:19][C:20](=[O:21])[CH:22]3[CH2:23][CH2:24][CH2:25][CH2:26]3)[c:9]3[c:8]2[cH:30][cH:29][cH:28][cH:27]3)[CH2:2][CH2:3][CH2:4][CH2:5][CH2:6]1.[CH:45]([N:46]([CH2:47][CH3:48])[CH:49]([CH3:50])[CH3:51])([CH3:52])[CH3:53].[ClH:44].[NH2:31][c:32]1[cH:33][c:34](-[c:38]2[nH:39][o:40][c:41](=[O:43])[n:42]2)[cH:35][cH:36][cH:37]1.[cH:75]1[cH:76][cH:77][n:78][cH:79][cH:80]1>>[CH:1]1([C:7]2=[N:13][N:12]([CH2:14][C:15](=[O:16])[NH:31][c:32]3[cH:33][c:34](-[c:38]4[nH:39][o:40][c:41](=[O:43])[n:42]4)[cH:35][cH:36][cH:37]3)[C:11](=[O:18])[N:10]([CH2:19][C:20](=[O:21])[CH:22]3[CH2:23][CH2:24][CH2:25][CH2:26]3)[c:9]3[c:8]2[cH:30][cH:29][cH:28][cH:27]3)[CH2:2][CH2:3][CH2:4][CH2:5][CH2:6]1.